describe an organic reaction: reactants, conditions, products, and yield From a dataset of the Open Reaction Database (ORD), a public repository of structured organic reaction records. Reactants: CC(=O)[O-], O=C([O-])[O-], N=C(c1ccccc1)c1ccccc1, CC(=O)[O-], C1CCOC1, C[Si](C)(C)CCOC(=O)c1c(OS(=O)(=O)C(F)(F)F)ccc2ccccc12, [Cs+], [Cs+], O, [Pd+2], c1ccc(P(c2ccccc2)c2ccc3ccccc3c2-c2c(P(c3ccccc3)c3ccccc3)ccc3ccccc23)cc1. The product is C[Si](C)(C)CCOC(=O)c1c(N)ccc2ccccc12. RXN SMILES: [C:104]([O-:105])(=[O:106])[CH3:107].[C:28](=[O:29])([O-:30])[O-:31].[C:80]([c:81]1[cH:82][cH:83][cH:84][cH:85][cH:86]1)([c:87]1[cH:88][cH:89][cH:90][cH:91][cH:92]1)=[NH:93].[C:99]([O-:100])(=[O:101])[CH3:102].[CH2:94]1[O:95][CH2:96][CH2:97][CH2:98]1.[CH3:1][Si:2]([CH2:3][CH2:4][O:5][C:6](=[O:7])[c:8]1[c:9]([O:18][S:19]([C:20]([F:21])([F:22])[F:23])(=[O:24])=[O:25])[cH:10][cH:11][c:12]2[cH:13][cH:14][cH:15][cH:16][c:17]12)([CH3:26])[CH3:27].[Cs+:32].[Cs+:33].[OH2:108].[Pd+2:103].[cH:34]1[cH:35][cH:36][c:37]([P:38]([c:39]2[cH:40][cH:41][c:42]3[c:43]([cH:44][cH:45][cH:46][cH:47]3)[c:48]2-[c:49]2[c:50]3[c:51]([cH:52][cH:53][cH:54][cH:55]3)[cH:56][cH:57][c:58]2[P:59]([c:60]2[cH:61][cH:62][cH:63][cH:64][cH:65]2)[c:66]2[cH:67][cH:68][cH:69][cH:70][cH:71]2)[c:72]2[cH:73][cH:74][cH:75][cH:76][cH:77]2)[cH:78][cH:79]1>>[CH3:1][Si:2]([CH2:3][CH2:4][O:5][C:6](=[O:7])[c:8]1[c:9]([NH2:93])[cH:10][cH:11][c:12]2[cH:13][cH:14][cH:15][cH:16][c:17]12)([CH3:26])[CH3:27]. The reactants are C(C)(=O)OCC (Ethyl acetate), N1(CCNCC1)C(=O)OC(C)(C)C (tert-butyl piperazine-1-carboxylate), BrC=1C=C(OC2OCCCC2)C=CC1 (2-(3-bromophenoxy)tetrahydropyran), CC(C)([O-])C.[Na+] (sodium tert-butoxide). The reagents and catalysts are C(C)(=O)[O-].[Pd+2].C(C)(=O)[O-] (palladium acetate), C=1C=CC(=CC1)P(C=2C=CC=CC2)C3=CC=C4C=CC=CC4=C3C5=C6C=CC=CC6=CC=C5P(C=7C=CC=CC7)C=8C=CC=CC8 (BINAP). The solvent is O (water), C1(=CC=CC=C1)C (toluene). The product is O1C(CCCC1)OC=1C=C(C=CC1)N1CCN(CC1)C(=O)OC(C)(C)C (tert-butyl 4-[3-(tetrahydropyran-2-yloxy)phenyl]piperazine-1-carboxylate). The yield is 101.5%. Reaction SMILES: [N:1]1([C:7]([O:9][C:10]([CH3:13])([CH3:12])[CH3:11])=[O:8])[CH2:6][CH2:5][NH:4][CH2:3][CH2:2]1.Br[C:15]1[CH:16]=[C:17]([CH:25]=[CH:26][CH:27]=1)[O:18][CH:19]1[CH2:24][CH2:23][CH2:22][CH2:21][O:20]1.CC(C)([O-])C.[Na+].C(OCC)(=O)C>C1(C)C=CC=CC=1.C([O-])(=O)C.[Pd+2].C([O-])(=O)C.C1C=CC(P(C2C(C3C(P(C4C=CC=CC=4)C4C=CC=CC=4)=CC=C4C=3C=CC=C4)=C3C(C=CC=C3)=CC=2)C2C=CC=CC=2)=CC=1.O>[O:20]1[CH2:21][CH2:22][CH2:23][CH2:24][CH:19]1[O:18][C:17]1[CH:16]=[C:15]([N:4]2[CH2:5][CH2:6][N:1]([C:7]([O:9][C:10]([CH3:13])([CH3:12])[CH3:11])=[O:8])[CH2:2][CH2:3]2)[CH:27]=[CH:26][CH:25]=1 |f:2.3,6.7.8|. Reported procedure: A mixturte of tert-butyl piperazine-1-carboxylate (2.94 g, 15.8 mmol), 2-(3-bromophenoxy)tetrahydropyran (3.69 g, 14.4 mmol), palladium acetate (64 mg, 0.29 mmol), BINAP (285 mg, 0.43 mmol) and sodium tert-butoxide (1.8 g, 18.7 mmol) in toluene (40 ml) was refluxed under a nitrogen atmosphere for 2 hours. Ethyl acetate and water were added to the reaction mixture, which was stirred for a while. The insoluble substances were removed by filtration through Celite, and the filtrate was then extracte... Starting materials: C[Si](C)(C)[N-][Si](C)(C)C.[K+] (KHMDS), [Br-] (bromide), C(Cl)(Cl)Cl (CHCl3), C(C)(C)(C)OC(=O)N1C(CC=CC1)C1=CC=C(C=C1)Br (2-(4-Bromo-phenyl)-3,6-dihydro-2H-pyridine-1-carboxylic acid tert-butyl ester), P(C(C)(C)C)(C(C)(C)C)C(C)(C)C (P(tBu)3). The reagents and catalysts are C=1C=CC(=CC1)/C=C/C(=O)/C=C/C2=CC=CC=C2.C=1C=CC(=CC1)/C=C/C(=O)/C=C/C2=CC=CC=C2.C=1C=CC(=CC1)/C=C/C(=O)/C=C/C2=CC=CC=C2.[Pd].[Pd] (Pd2(dba)3). The solvent is C1(=CC=CC=C1)C (toluene). Conditions: time 8 hour. The product is C(C)(C)(C)OC(=O)N1C(CC=CC1)C1=CC=C(C=C1)N (2-(4-Amino-phenyl)-3,6-dihydro-2H-pyridine-1-carboxylic acid tert-butyl ester). RXN SMILES: [C:1]([O:5][C:6]([N:8]1[CH2:13][CH:12]=[CH:11][CH2:10][CH:9]1[C:14]1[CH:19]=[CH:18][C:17](Br)=[CH:16][CH:15]=1)=[O:7])([CH3:4])([CH3:3])[CH3:2].C(Cl)(Cl)Cl.P(C(C)(C)C)(C(C)(C)C)C(C)(C)C.C[Si]([N-:42][Si](C)(C)C)(C)C.[K+].[Br-]>C1(C)C=CC=CC=1.C1C=CC(/C=C/C(/C=C/C2C=CC=CC=2)=O)=CC=1.C1C=CC(/C=C/C(/C=C/C2C=CC=CC=2)=O)=CC=1.C1C=CC(/C=C/C(/C=C/C2C=CC=CC=2)=O)=CC=1.[Pd].[Pd]>[C:1]([O:5][C:6]([N:8]1[CH2:13][CH:12]=[CH:11][CH2:10][CH:9]1[C:14]1[CH:19]=[CH:18][C:17]([NH2:42])=[CH:16][CH:15]=1)=[O:7])([CH3:4])([CH3:3])[CH3:2] |f:3.4,7.8.9.10.11|. Procedure details: To a solution of 2-(4-Bromo-phenyl)-3,6-dihydro-2H-pyridine-1-carboxylic acid tert-butyl ester (400 mg, 1.18 mmol) in toluene (4 mL) is added Pd2(dba)3.CHCl3 (50 mg, 0.05 mmol) and P(tBu)3 (40 mg, 0.20 mmol). The mixture is degassed at −30° C. KHMDS (7.0 mL, 0.5 M solution in toluene, 3.5 mmol)) is added to the flask. The resulting mixture is stirred at room temperature overnight. TLC is used to detect when the starting bromide is consumed, the reaction mixture is diluted with ether and poured i... Starting materials: CC(C)(C)C(=O)C#N, CC(=O)O, COC(C)(C)C, O=S(=O)(O)O. The product is CC(C)(C)NC(=O)C(=O)C(C)(C)C. RXN SMILES: [C:1]([C:2]([CH3:3])([CH3:4])[CH3:5])(=[O:6])[C:7]#[N:8].[CH3:20][C:21](=[O:22])[OH:23].[CH3:9][O:10][C:11]([CH3:12])([CH3:13])[CH3:14].[S:15]([OH:16])(=[O:17])(=[O:18])[OH:19]>>[C:1]([C:2]([CH3:3])([CH3:4])[CH3:5])(=[O:6])[C:7]([NH:8][C:11]([CH3:12])([CH3:13])[CH3:14])=[O:16]. Starting materials: C1CCOC1, COC(=O)c1cc(NC(=O)c2ccc(CN3CCN(C)CC3)cc2)ccc1C, [Li+], [OH-], O. Product: Cc1ccc(NC(=O)c2ccc(CN3CCN(C)CC3)cc2)cc1C(=O)O. As a reaction SMILES: [CH2:32]1[O:33][CH2:34][CH2:35][CH2:36]1.[CH3:1][N:2]1[CH2:3][CH2:4][N:5]([CH2:8][c:9]2[cH:10][cH:11][c:12]([C:13](=[O:14])[NH:15][c:16]3[cH:17][cH:18][c:19]([CH3:26])[c:20]([C:21](=[O:22])[O:23][CH3:24])[cH:25]3)[cH:27][cH:28]2)[CH2:6][CH2:7]1.[Li+:29].[OH-:30].[OH2:31]>>[CH3:1][N:2]1[CH2:3][CH2:4][N:5]([CH2:8][c:9]2[cH:10][cH:11][c:12]([C:13](=[O:14])[NH:15][c:16]3[cH:17][cH:18][c:19]([CH3:26])[c:20]([C:21](=[O:22])[OH:23])[cH:25]3)[cH:27][cH:28]2)[CH2:6][CH2:7]1. Reactants: ClCCCOC1=CC=C(C=C1)C=1OCC(N1)(C)C (2-[4-(3-chloropropoxy)phenyl]-4,4-dimethyl-4,5-dihydro-1,3-oxazole), N1CCCCC1 (piperidine). Reaction conditions: temperature 100 celsius, time 8 hour. The product is CC1(N=C(OC1)C1=CC=C(OCCCN2CCCCC2)C=C1)C (1-{3-[4-(4,4-dimethyl-4,5-dihydro-1,3-oxazol-2-yl)phenoxy]propyl}piperidine). Isolated yield 83.0%. Reaction SMILES: Cl[CH2:2][CH2:3][CH2:4][O:5][C:6]1[CH:11]=[CH:10][C:9]([C:12]2[O:13][CH2:14][C:15]([CH3:18])([CH3:17])[N:16]=2)=[CH:8][CH:7]=1.[NH:19]1[CH2:24][CH2:23][CH2:22][CH2:21][CH2:20]1>>[CH3:17][C:15]1([CH3:18])[CH2:14][O:13][C:12]([C:9]2[CH:10]=[CH:11][C:6]([O:5][CH2:4][CH2:3][CH2:2][N:19]3[CH2:24][CH2:23][CH2:22][CH2:21][CH2:20]3)=[CH:7][CH:8]=2)=[N:16]1. Procedure details: A mixture of 2-[4-(3-chloropropoxy)phenyl]-4,4-dimethyl-4,5-dihydro-1,3-oxazole ax10 (0.5 g, 1.87 mmol, 1 eq) and piperidine (0.37 ml, 3.73 mmol, 2 eq) is stirred in a sealed tube at 100° C. overnight. The mixture is then concentrated under vacuum to give 0.8 g of an orange solid. This solid is purified by chromatography on silica gel (eluent: dichloromethane/ethanol 95:5) to obtain 0.49 g of 1-{3-[4-(4,4-dimethyl-4,5-dihydro-1,3-oxazol-2-yl)phenoxy]propyl}piperidine 1 as an orange oil. Starting materials: CCOC(=O)c1ccccc1CBr, CCOC(=O)C(C)c1ccc(O)cc1. The product is CCOC(=O)c1ccccc1COc1ccc(C(C)C(=O)OCC)cc1. RXN SMILES: [Br:15][CH2:16][c:17]1[c:18]([C:23](=[O:24])[O:25][CH2:26][CH3:27])[cH:19][cH:20][cH:21][cH:22]1.[CH3:1][CH:2]([C:3](=[O:4])[O:5][CH2:6][CH3:7])[c:8]1[cH:9][cH:10][c:11]([OH:14])[cH:12][cH:13]1>>[CH3:1][CH:2]([C:3](=[O:4])[O:5][CH2:6][CH3:7])[c:8]1[cH:9][cH:10][c:11]([O:14][CH2:16][c:17]2[c:18]([C:23](=[O:24])[O:25][CH2:26][CH3:27])[cH:19][cH:20][cH:21][cH:22]2)[cH:12][cH:13]1. The reactants are ClC=1C=C(C=CC1[N+](=O)[O-])O (3-chloro-4-nitrophenol), C(CN)N (ethylenediamine), ice water. The solvent is Cl (hydrochloric acid). Reaction conditions: temperature -10 celsius. Yields the product Cl.NCCNC=1C=C(C=CC1[N+](=O)[O-])O (3-β-aminoethylamino-4-nitrophenol hydrochloride). As a reaction SMILES: [Cl:1][C:2]1[CH:3]=[C:4]([OH:11])[CH:5]=[CH:6][C:7]=1[N+:8]([O-:10])=[O:9].[CH2:12]([NH2:15])[CH2:13][NH2:14]>Cl>[ClH:1].[NH2:14][CH2:13][CH2:12][NH:15][C:2]1[CH:3]=[C:4]([OH:11])[CH:5]=[CH:6][C:7]=1[N+:8]([O-:10])=[O:9] |f:3.4|. Procedure details: 0.432 mol (75 g) of 3-chloro-4-nitrophenol is introduced into 282 ml of ethylenediamine and the reaction mixture is heated on a boiling waterbath for 13 hours. The cooled solution is then poured into 2.6 liters of ice-water to which 1.09 liters of hydrochloric acid (d=1.18) have been added. After the mixture has been cooled to -10° C. for a few hours, 3-β-aminoethylamino-4-nitrophenol hydrochloride crystallises. It is filtered off with suction and washed with an ice-cold 2N hydrochloric acid sol... Starting materials: C(C)(=O)[O-].[Na+] (sodium acetate), ClCCS(=O)(=O)C1=CC(=C(C(=O)Cl)C=C1)C (4-(β-chloroethylsulfonyl)-methyl-benzoyl chloride), 31.9, NC1=CC(=CC2=CC(=CC(=C12)O)S(=O)(=O)O)S(=O)(=O)O (1-amino-8-hydroxynaphthalene-3,6-disulfonic acid), O (water). Yields the product diazonium salt, S(=O)(=O)(O)C1=C(N)C=CC=C1 (2-sulfo-aniline). RXN SMILES: [NH2:1]C1C2C(=CC(S(O)(=O)=O)=CC=2O)C=C(S(O)(=O)=O)C=1.C([O-])(=O)C.[Na+].ClCC[S:29]([C:32]1[CH:40]=[CH:39][C:35](C(Cl)=O)=[C:34](C)[CH:33]=1)(=[O:31])=[O:30].[OH2:42]>>[S:29]([C:32]1[CH:40]=[CH:39][CH:35]=[CH:34][C:33]=1[NH2:1])([OH:31])(=[O:30])=[O:42] |f:1.2|. Procedure: A neutral solution of 31.9 parts of 1-amino-8-hydroxynaphthalene-3,6-disulfonic acid in 300 parts of water is prepared, 30 parts of crystalline sodium acetate are added and the mixture is cooled to 5° to 10° C. 31 parts of finely ground 4-(β-chloroethylsulfonyl)-methyl-benzoyl chloride are added in the course of 1 to 2 hours, with stirring, and stirring is then continued for several hours. A diazonium salt solution obtained from 14.1 parts of 2-sulfo-aniline are then allowed to run in, and the c...